Dataset: the Open Reaction Database (ORD), a public repository of structured organic reaction records. Task: describe an organic reaction: reactants, conditions, products, and yield The reactants are CCN(C(C)C)C(C)C, C1CCOC1, CCN=C=NCCCN(C)C, CO, ClCCl, Cl, O=C(O)c1ccc(OCc2c(-c3ccc(F)c(F)c3)noc2CO)nc1, CC(C)(N)CO, O, On1nnc2ccccc21. Yields the product CC(C)(CO)NC(=O)c1ccc(OCc2c(-c3ccc(F)c(F)c3)noc2CO)nc1. RXN SMILES: [CH2:38]([N:39]([CH:40]([CH3:41])[CH3:42])[CH:43]([CH3:44])[CH3:45])[CH3:46].[CH2:65]1[O:66][CH2:67][CH2:68][CH2:69]1.[CH3:48][N:49]([CH3:50])[CH2:51][CH2:52][CH2:53][N:54]=[C:55]=[N:56][CH2:57][CH3:58].[CH3:70][OH:71].[Cl:72][CH2:73][Cl:74].[ClH:47].[F:1][c:2]1[cH:3][c:4](-[c:9]2[n:10][o:11][c:12]([CH2:25][OH:26])[c:13]2[CH2:14][O:15][c:16]2[n:17][cH:18][c:19]([C:20](=[O:21])[OH:22])[cH:23][cH:24]2)[cH:5][cH:6][c:7]1[F:8].[NH2:59][C:60]([CH2:61][OH:62])([CH3:63])[CH3:64].[OH2:27].[OH:28][n:29]1[c:30]2[cH:31][cH:32][cH:33][cH:34][c:35]2[n:36][n:37]1>>[F:1][c:2]1[cH:3][c:4](-[c:9]2[n:10][o:11][c:12]([CH2:25][OH:26])[c:13]2[CH2:14][O:15][c:16]2[n:17][cH:18][c:19]([C:20](=[O:21])[NH:59][C:60]([CH2:61][OH:62])([CH3:63])[CH3:64])[cH:23][cH:24]2)[cH:5][cH:6][c:7]1[F:8]. Reactants: CCO, CC1CN(C)CCCC1Oc1ccc(O)cc1. The product is COc1ccc(OC2CCCN(C)CC2C)cc1. Reaction SMILES: [CH3:18][CH2:19][OH:20].[CH3:1][N:2]1[CH2:3][CH:4]([CH3:17])[CH:5]([O:9][c:10]2[cH:11][cH:12][c:13]([OH:16])[cH:14][cH:15]2)[CH2:6][CH2:7][CH2:8]1>>[CH3:1][N:2]1[CH2:3][CH:4]([CH3:17])[CH:5]([O:9][c:10]2[cH:11][cH:12][c:13]([O:16][CH3:18])[cH:14][cH:15]2)[CH2:6][CH2:7][CH2:8]1. Starting materials: CC(=O)N1CCc2cc(N)ccc21, Cc1nc(-c2ccccc2)n2nc(S(C)(=O)=O)ncc12, CSc1ncc2c(C)nc(-c3ccccc3)n2n1, CCO. Yields the product CC(=O)N1CCc2cc(Nc3ncc4c(C)nc(-c5ccccc5)n4n3)ccc21. As a reaction SMILES: [C:39]([CH3:40])(=[O:41])[N:42]1[CH2:43][CH2:44][c:45]2[cH:46][c:47]([NH2:51])[cH:48][cH:49][c:50]21.[CH3:19][c:20]1[n:21][c:22](-[c:23]2[cH:24][cH:25][cH:26][cH:27][cH:28]2)[n:29]2[c:30]1[cH:31][n:32][c:33]([S:34]([CH3:35])(=[O:36])=[O:37])[n:38]2.[CH3:1][c:2]1[n:3][c:4](-[c:13]2[cH:14][cH:15][cH:16][cH:17][cH:18]2)[n:5]2[n:6][c:7]([S:11][CH3:12])[n:8][cH:9][c:10]12.[CH3:52][CH2:53][OH:54]>>[CH3:1][c:2]1[n:3][c:4](-[c:13]2[cH:14][cH:15][cH:16][cH:17][cH:18]2)[n:5]2[n:6][c:7]([NH:51][c:47]3[cH:46][c:45]4[c:50]([cH:49][cH:48]3)[N:42]([C:39]([CH3:40])=[O:41])[CH2:43][CH2:44]4)[n:8][cH:9][c:10]12. Starting materials: N([C@@H](CC1=CC=C(C=C1)O)C(=O)N[C@H](C)C(=O)NCC(=O)O)C(=O)OC(C)(C)C (Boc-Tyr-(D)Ala-Gly-OH), C(C)N1CCOCC1 (ethylmorpholine), C(C(C)C)OC(=O)Cl (chloroformic acid iso-butyl ester), N([C@@H](CC1=CC=CC=C1)C(=O)O)C.N[C@@H](CCSC)CO (H-MePhe methioninol), C(C)N1CCOCC1 (N-ethylmorpholine). Solvent: C(C)(=O)O (acetic acid), N[C@@H](CC1=CC=C(C=C1)O)C(=O)N[C@H](C)C(=O)NCC(=O)N[C@@H](CC1=CC=CC=C1)C(=O)O.N[C@@H](CCSC)CO (H-Tyr-(D)Ala-Gly-Phe methioninol), C1CCOC1 (THF), N[C@@H](CC1=CC=C(C=C1)O)C(=O)N[C@H](C)C(=O)NCC(=O)N[C@@H](CC1=CC=CC=C1)C(=O)O.N[C@@H](CCSC)CO (H-Tyr-(D)Ala-Gly-Phe methioninol). Conditions: time 10 minute. The product is N([C@@H](CC1=CC=C(C=C1)O)C(=O)N[C@H](C)C(=O)NCC(=O)N([C@@H](CC1=CC=CC=C1)C(=O)O)C)C(=O)OC(C)(C)C.N[C@@H](CCSC)CO (Boc-Tyr-(D)Ala-Gly-MePhe methioninol). As a reaction SMILES: [NH:1]([C:23]([O:25][C:26]([CH3:29])([CH3:28])[CH3:27])=[O:24])[C@H:2]([C:11]([NH:13][C@@H:14]([C:16]([NH:18][CH2:19][C:20](O)=[O:21])=[O:17])[CH3:15])=[O:12])[CH2:3][C:4]1[CH:9]=[CH:8][C:7]([OH:10])=[CH:6][CH:5]=1.C(N1CCOCC1)C.C(OC(Cl)=O)C(C)C.[NH:46]([CH3:58])[C@H:47]([C:55]([OH:57])=[O:56])[CH2:48][C:49]1[CH:54]=[CH:53][CH:52]=[CH:51][CH:50]=1.[NH2:59][C@H:60]([CH2:65][OH:66])[CH2:61][CH2:62][S:63][CH3:64]>C1COCC1.N[C@H](C(N[C@@H](C(NCC(N[C@H](C(O)=O)CC1C=CC=CC=1)=O)=O)C)=O)CC1C=CC(O)=CC=1.N[C@H](CO)CCSC.C(O)(=O)C>[NH:1]([C:23]([O:25][C:26]([CH3:27])([CH3:29])[CH3:28])=[O:24])[C@H:2]([C:11]([NH:13][C@@H:14]([C:16]([NH:18][CH2:19][C:20]([N:46]([CH3:58])[C@H:47]([C:55]([OH:57])=[O:56])[CH2:48][C:49]1[CH:54]=[CH:53][CH:52]=[CH:51][CH:50]=1)=[O:21])=[O:17])[CH3:15])=[O:12])[CH2:3][C:4]1[CH:5]=[CH:6][C:7]([OH:10])=[CH:8][CH:9]=1.[NH2:59][C@H:60]([CH2:65][OH:66])[CH2:61][CH2:62][S:63][CH3:64] |f:3.4,6.7,9.10|. Reported procedure: 1.23 g of Boc-Tyr-(D)Ala-Gly-OH is dissolved in 30 ml of THF and cooled to 15°. 0.38 ml of ethylmorpholine are added with stirring followed by 0.39 ml of chloroformic acid iso-butyl ester and stirring continued for 10 minutes. A cold solution of 14 g of TFA.H-MePhe-methioninol and 0.45 ml of N-ethylmorpholine in 12 ml of TFA are added with stirring at -15°. The mixture is stirred for 20 hours at 0°, diluted with 250 ml of acetic acid and washed repeatedly with water, 1 N citric acid, 10% KHCO3 a... The reactants are NC1=C(C(=NN1C1=C(C=C(C=C1Cl)C(F)(F)F)Cl)C#N)C1C=CCC1 (5-Amino-3-cyano-4-(cyclopent-2-enyl)-1-(2,6-dichloro-4-trifluoromethylphenyl)pyrazole). Reaction SMILES: [NH2:1][C:2]1[N:6]([C:7]2[C:12]([Cl:13])=[CH:11][C:10]([C:14]([F:17])([F:16])[F:15])=[CH:9][C:8]=2[Cl:18])[N:5]=[C:4]([C:19]#[N:20])[C:3]=1[CH:21]1[CH2:25][CH2:24][CH:23]=[CH:22]1>C(O)C.[Pd]>[NH2:1][C:2]1[N:6]([C:7]2[C:8]([Cl:18])=[CH:9][C:10]([C:14]([F:15])([F:17])[F:16])=[CH:11][C:12]=2[Cl:13])[N:5]=[C:4]([C:19]#[N:20])[C:3]=1[CH:21]1[CH2:25][CH2:24][CH2:23][CH2:22]1. The product is NC1=C(C(=NN1C1=C(C=C(C=C1Cl)C(F)(F)F)Cl)C#N)C1CCCC1 (5-Amino-3-cyano-4-cyclopentyl-1-(2,6-dichloro-4-trifluoromethylphenyl)pyrazole). Procedure details: 5-Amino-3-cyano-4-(cyclopent-2-enyl)-1-(2,6-dichloro-4-trifluoromethylphenyl)pyrazole (200 mg, 0.5 mmol, Example 7) in ethanol (10 ml) was hydrogenated at room temperature and 345 kPa (50 p.s.i.) over 10% palladium on charcoal for 9 h. The catalyst was removed by filtration, washed with ethanol and the combined filtrates concentrated in vacuo to yield an oil. Solvent: C(C)O (ethanol). Reagents/catalysts: [Pd] (palladium on charcoal). Reactants: C1=2C=3CCCC3SC2C=CC=C1OC1CCC(CC1)NC(OC(C)(C)C)=O (tert-butyl N-(4-[7-thiatricyclo[6.4.0.0[2,6]]dodeca-1(8),2(6),9,11-tetraen-12-yloxy]cyclohexyl)carbamate), Cl (hydrochloric acid), C([O-])([O-])=O.[Na+].[Na+] (sodium carbonate). Solvent: ClCCl (dichloromethane). Run at time 2 hour. Product: C1=2C=3CCCC3SC2C=CC=C1OC1CCC(CC1)N (4-[7-thiatricyclo[6.4.0.0[2,6]]dodeca-1(8),2(6),9,11-tetraen-12-yloxy]cyclohexan-1-amine). Yield: 93.7%. As a reaction SMILES: [C:1]12[C:12]([O:13][CH:14]3[CH2:19][CH2:18][CH:17]([NH:20]C(=O)OC(C)(C)C)[CH2:16][CH2:15]3)=[CH:11][CH:10]=[CH:9][C:8]=1[S:7][C:6]1[CH2:5][CH2:4][CH2:3][C:2]2=1.Cl.C(=O)([O-])[O-].[Na+].[Na+]>ClCCl>[C:1]12[C:12]([O:13][CH:14]3[CH2:19][CH2:18][CH:17]([NH2:20])[CH2:16][CH2:15]3)=[CH:11][CH:10]=[CH:9][C:8]=1[S:7][C:6]1[CH2:5][CH2:4][CH2:3][C:2]2=1 |f:2.3.4|. Procedure details: Into a 50-mL round-bottom flask placed tert-butyl N-(4-[7-thiatricyclo[6.4.0.0[2,6]]dodeca-1(8),2(6),9,11-tetraen-12-yloxy]cyclohexyl)carbamate (200 mg, 0.52 mmol, 1.00 equiv) in 16 mL of dichloromethane was added hydrochloric acid (0.5 mL) at 0° C. The resulting solution was stirred for 2 h at room temperature. Then the pH value was adjusted to 8-9 with saturated aqueous sodium carbonate and extracted with 3×50 mL of ethyl acetate and the organic layers combined. The organic layers were washed ... Starting materials: N1=CC(=CC=C1)C=1C=C(C(=O)OC)C=CC1 (methyl 3-(pyridin-3-yl)benzoate), NN (hydrazine), C(C)OCC (ethyl ether). Solvent: CO (methanol). Yields the product N1=CC(=CC=C1)C=1C=C(C(=O)NN)C=CC1 (3-(pyridin-3-yl)benzohydrazide). Yield: 35.0%. RXN SMILES: [N:1]1[CH:6]=[CH:5][CH:4]=[C:3]([C:7]2[CH:8]=[C:9]([CH:14]=[CH:15][CH:16]=2)[C:10](OC)=[O:11])[CH:2]=1.[NH2:17][NH2:18].C(OCC)C>CO>[N:1]1[CH:6]=[CH:5][CH:4]=[C:3]([C:7]2[CH:8]=[C:9]([CH:14]=[CH:15][CH:16]=2)[C:10]([NH:17][NH2:18])=[O:11])[CH:2]=1. Reported procedure: To a stirred solution of methyl 3-(pyridin-3-yl)benzoate (190 mg, 0.89 mmol) in anhydrous methanol (1 mL) was added hydrazine (0.07 mL,). The solution was stirred at RT overnight before ethyl ether was added. The solid was filtered and washed with ethyl ether to give 67 mg (35% yield) of 3-(pyridin-3-yl)benzohydrazide as a white solid. An additional 120 mg of the product was recovered from the filtrate. (M+H)+=214.13